The task is: describe an organic reaction: reactants, conditions, products, and yield. This data is from the Open Reaction Database (ORD), a public repository of structured organic reaction records. The reactants are N#Cc1c(F)cccc1F, OCc1cc(F)cc(F)c1F, [H-], [Na+], CN(C)C=O, O. Yields the product N#Cc1c(F)cccc1OCc1cc(F)cc(F)c1F. Reaction SMILES: [F:15][c:16]1[c:17]([C:18]#[N:19])[c:20]([F:24])[cH:21][cH:22][cH:23]1.[F:4][c:5]1[c:6]([CH2:7][OH:8])[cH:9][c:10]([F:14])[cH:11][c:12]1[F:13].[H-:2].[Na+:3].[O:25]=[CH:26][N:27]([CH3:28])[CH3:29].[OH2:1]>>[F:4][c:5]1[c:6]([CH2:7][O:8][c:20]2[c:17]([C:18]#[N:19])[c:16]([F:15])[cH:23][cH:22][cH:21]2)[cH:9][c:10]([F:14])[cH:11][c:12]1[F:13]. The reactants are C(C1=C(C=CC=C1)SSC1=C(C(=O)Cl)C=CC=C1)(=O)Cl (2,2'-dithiobisbenzoyl chloride), FC1=CC=C(N)C=C1 (4-fluoroaniline). Run in N1=CC=CC=C1 (pyridine), ClCCl (dichloromethane). The product is FC1=CC=C(C=C1)NC(C1=C(C=CC=C1)SSC1=C(C(=O)NC2=CC=C(C=C2)F)C=CC=C1)=O (2,2'-Dithiobis[N-(4-fluorophenyl)benzamide]). Isolated yield 9.7%. Reaction SMILES: [C:1](Cl)(=[O:19])[C:2]1[CH:7]=[CH:6][CH:5]=[CH:4][C:3]=1[S:8][S:9][C:10]1[CH:18]=[CH:17][CH:16]=[CH:15][C:11]=1[C:12](Cl)=[O:13].[F:21][C:22]1[CH:28]=[CH:27][C:25]([NH2:26])=[CH:24][CH:23]=1>ClCCl.N1C=CC=CC=1>[F:21][C:22]1[CH:28]=[CH:27][C:25]([NH:26][C:1](=[O:19])[C:2]2[CH:7]=[CH:6][CH:5]=[CH:4][C:3]=2[S:8][S:9][C:10]2[CH:18]=[CH:17][CH:16]=[CH:15][C:11]=2[C:12]([NH:26][C:25]2[CH:27]=[CH:28][C:22]([F:21])=[CH:23][CH:24]=2)=[O:13])=[CH:24][CH:23]=1. Procedure: This compound was prepared according to the general method of Example 77 using 2,2'-dithiobisbenzoyl chloride (1.00 g, 2.92 mmol) in 20 mL of dichloromethane and 4-fluoroaniline (0.657 g, 5.91 mmol) in 5 mL of pyridine. The crude product was triturated with hot ethanol-ethyl acetate mixture, filtered, and recrystallized from ethanol-DMF to yield 0.14 g of the title compound, mp 242°-244° C. The reactants are O=C([O-])O, CCOC(C)=O, ClCCl, [Na+], [Na+], [Na+], CC(O)CCCCCCCCN1CCC2(CC1)CN(C(=O)c1csc(C(C)C)n1)CCO2, O=C(O)C(F)(F)F, O=S([O-])([O-])=S. Yields the product CC(=O)CCCCCCCCN1CCC2(CC1)CN(C(=O)c1csc(C(C)C)n1)CCO2. As a reaction SMILES: [C:47](=[O:48])([OH:49])[O-:50].[CH3:55][CH2:56][O:57][C:58](=[O:59])[CH3:60].[Cl:52][CH2:53][Cl:54].[Na+:45].[Na+:46].[Na+:51].[OH:1][CH:2]([CH2:3][CH2:4][CH2:5][CH2:6][CH2:7][CH2:8][CH2:9][CH2:10][N:11]1[CH2:12][CH2:13][C:14]2([CH2:15][N:16]([C:20](=[O:21])[c:22]3[n:23][c:24]([CH:27]([CH3:28])[CH3:29])[s:25][cH:26]3)[CH2:17][CH2:18][O:19]2)[CH2:30][CH2:31]1)[CH3:32].[OH:33][C:34]([C:35]([F:36])([F:37])[F:38])=[O:39].[S:40]([O-:41])([O-:42])(=[O:43])=[S:44]>>[O:1]=[C:2]([CH2:3][CH2:4][CH2:5][CH2:6][CH2:7][CH2:8][CH2:9][CH2:10][N:11]1[CH2:12][CH2:13][C:14]2([CH2:15][N:16]([C:20](=[O:21])[c:22]3[n:23][c:24]([CH:27]([CH3:28])[CH3:29])[s:25][cH:26]3)[CH2:17][CH2:18][O:19]2)[CH2:30][CH2:31]1)[CH3:32]. Starting materials: COC(=O)C=1SC(=CC1OC(C)C1=C(C=CC=C1)Cl)C=1C(=NC=C(C1)C1=CC(=CC=C1)Cl)N (5-[2-Amino-5-(3-chloro-phenyl)-pyridin-3-yl]-3-[1-(2-chloro-phenyl)-ethoxy]-thiophene-2-carboxylic acid methyl ester), N (NH3). Solvent: CO (MeOH). Reaction conditions: temperature 100 celsius. The product is NC1=NC=C(C=C1C1=CC(=C(S1)C(=O)N)OC(C)C1=C(C=CC=C1)Cl)C1=CC(=CC=C1)Cl (5-[2-Amino-5-(3-chloro-phenyl)-pyridin-3-yl]-3-[1-(2-chloro-phenyl)-ethoxy]-thiophene-2-carboxylic acid amide). Isolated yield 54.0%. RXN SMILES: C[O:2][C:3]([C:5]1[S:6][C:7]([C:20]2[C:21]([NH2:33])=[N:22][CH:23]=[C:24]([C:26]3[CH:31]=[CH:30][CH:29]=[C:28]([Cl:32])[CH:27]=3)[CH:25]=2)=[CH:8][C:9]=1[O:10][CH:11]([C:13]1[CH:18]=[CH:17][CH:16]=[CH:15][C:14]=1[Cl:19])[CH3:12])=O.[NH3:34]>CO>[NH2:33][C:21]1[C:20]([C:7]2[S:6][C:5]([C:3]([NH2:34])=[O:2])=[C:9]([O:10][CH:11]([C:13]3[CH:18]=[CH:17][CH:16]=[CH:15][C:14]=3[Cl:19])[CH3:12])[CH:8]=2)=[CH:25][C:24]([C:26]2[CH:31]=[CH:30][CH:29]=[C:28]([Cl:32])[CH:27]=2)=[CH:23][N:22]=1. Procedure: 5-[2-Amino-5-(3-chloro-phenyl)-pyridin-3-yl]-3-[1-(2-chloro-phenyl)-ethoxy]-thiophene-2-carboxylic acid methyl ester (57 mg, 0.11 mmol, 1.0 Eq.) was suspended in 7M NH3 in MeOH (10 mL) and heated to 100° C. in a pressure tube for 3 days. The reaction was allowed to cool to ambient temperature, the solvent was removed in vacuo and the product purified by column chromatography (ISCO Companion™, 12 g column, 0-10% MeOH/DCM). The solvent was removed in vacuo and the compound was partitioned between ... Reactants: C(C)C1(C(N([C@H]1OC1=CC=C(C=C1)[C@H](C)N(C(COC)=O)C)C(=O)N[C@@H](C1=CC=C(C=C1)C)CCC)=O)CC ((4S)-3,3-diethyl-4-{(S)-4-[1-(N-methoxyacetyl-methylamino)ethyl]phenoxy}-1-[(R)-α-n-propyl-(4-methyl)benzylaminocarbonyl]azetidin-2-one), solution, B.CSC (borane methyl sulfide). Run in C1CCOC1 (THF), C1CCOC1 (THF). Reaction conditions: time 7 hour. Yields the product C(C)C1(C(N([C@H]1OC1=CC=C(C=C1)[C@H](C)N(C)CCOC)C(=O)N[C@@H](C1=CC=C(C=C1)C)CCC)=O)CC ((4S)-3,3-diethyl-4-{(S)-4-[1-((2-methoxyethyl)methylamino)ethyl]phenoxy}-1-[(R)-α-n-propyl-(4-methyl)benzylaminocarbonyl]azeti-din-2-one). The yield is 87.5%. RXN SMILES: [CH2:1]([C:3]1([CH2:38][CH3:39])[C@H:6]([O:7][C:8]2[CH:13]=[CH:12][C:11]([C@@H:14]([N:16]([CH3:22])[C:17](=O)[CH2:18][O:19][CH3:20])[CH3:15])=[CH:10][CH:9]=2)[N:5]([C:23]([NH:25][C@H:26]([CH2:34][CH2:35][CH3:36])[C:27]2[CH:32]=[CH:31][C:30]([CH3:33])=[CH:29][CH:28]=2)=[O:24])[C:4]1=[O:37])[CH3:2].B.CSC>C1COCC1>[CH2:38]([C:3]1([CH2:1][CH3:2])[C@H:6]([O:7][C:8]2[CH:13]=[CH:12][C:11]([C@@H:14]([N:16]([CH2:17][CH2:18][O:19][CH3:20])[CH3:22])[CH3:15])=[CH:10][CH:9]=2)[N:5]([C:23]([NH:25][C@H:26]([CH2:34][CH2:35][CH3:36])[C:27]2[CH:28]=[CH:29][C:30]([CH3:33])=[CH:31][CH:32]=2)=[O:24])[C:4]1=[O:37])[CH3:39] |f:1.2|. Procedure details: To a solution of (4S)-3,3-diethyl-4-{(S)-4-[1-(N-methoxyacetyl-methylamino)ethyl]phenoxy}-1-[(R)-α-n-propyl-(4-methyl)benzylaminocarbonyl]azetidin-2-one (13 gm, 24 mmol) in THF (150 mL) was added a 2M solution of borane-methyl sulfide in THF (36 mL, 72 nmmol) and the reaction stirred at rt for 7 hrs. The reaction was then quenched with methanol (20 mL) and then dimethylaminoethanol (17 mL) added to decompose the borate complex. After stirring at rt for 16 hrs most of the THF was evaporated in va... Reactants: ClC(Cl)Cl, OCc1ccc(Cl)nc1, O=S(Cl)Cl. Yields the product ClCc1ccc(Cl)nc1. As a reaction SMILES: [CH:14]([Cl:15])([Cl:16])[Cl:17].[Cl:5][c:6]1[n:7][cH:8][c:9]([CH2:12][OH:13])[cH:10][cH:11]1.[S:1]([Cl:2])([Cl:3])=[O:4]>>[Cl:3][CH2:12][c:9]1[cH:8][n:7][c:6]([Cl:5])[cH:11][cH:10]1. Starting materials: C[Si](C)(C)C(C(=O)N)[Si](C)(C)C (bis(trimethylsilyl)acetamide), C([O-])(O)=O.[Na+] (sodium bicarbonate), NC1C(N(C1)C(CC(=O)OC)C1=CC=CC=C1)=O (3-Amino-1-(2-methoxycarbonyl-1-phenylethyl)-2-azetidinone), ClC(C(=O)ON=C(C(=O)O)C1=CC=CC=C1)Cl (2-(2,2-dichloroacetoxyimino)-2-phenylacetic acid), P(Cl)(Cl)(Cl)(Cl)Cl (phosphorus pentachloride). Run in C(Cl)Cl (methylene chloride), C(Cl)Cl (methylene chloride). Reaction conditions: time 15 minute. The product is ON=C(C(=O)NC1C(N(C1)C(CC(=O)OC)C1=CC=CC=C1)=O)C1=CC=CC=C1 (3-(2-hydroxyimino-2-phenylacetamido)-1-(2-methoxycarbonyl-1-phenylethyl)-2-azetidinone). The yield is 35.7%. As a reaction SMILES: [NH2:1][CH:2]1[CH2:5][N:4]([CH:6]([C:12]2[CH:17]=[CH:16][CH:15]=[CH:14][CH:13]=2)[CH2:7][C:8]([O:10][CH3:11])=[O:9])[C:3]1=[O:18].C[Si](C([Si](C)(C)C)C(N)=O)(C)C.ClC(Cl)C([O:35][N:36]=[C:37]([C:41]1[CH:46]=[CH:45][CH:44]=[CH:43][CH:42]=1)[C:38](O)=[O:39])=O.P(Cl)(Cl)(Cl)(Cl)Cl.C(=O)(O)[O-].[Na+]>C(Cl)Cl>[OH:35][N:36]=[C:37]([C:41]1[CH:46]=[CH:45][CH:44]=[CH:43][CH:42]=1)[C:38]([NH:1][CH:2]1[CH2:5][N:4]([CH:6]([C:12]2[CH:17]=[CH:16][CH:15]=[CH:14][CH:13]=2)[CH2:7][C:8]([O:10][CH3:11])=[O:9])[C:3]1=[O:18])=[O:39] |f:4.5|. Procedure details: 3-Amino-1-(2-methoxycarbonyl-1-phenylethyl)-2-azetidinone (1.3 g.) was added to methylene chloride (30 ml.), and then bis(trimethylsilyl)acetamide (3.05 g.) was added thereto. To the solution, there was dropwise added methylene chloride (30 ml.) solution containing 2-(2,2-dichloroacetoxyimino)-2-phenylacetic acid (1.9 g.) and phosphorus pentachloride (1.7 g.) at -40° to -35° C. in the course of 5 minutes. The mixture was stirred at the same temperature for 15 minutes and additionally stirred at ...